This data is from the Open Reaction Database (ORD), a public repository of structured organic reaction records. The task is: describe an organic reaction: reactants, conditions, products, and yield Reactants: O=C([O-])[O-], CN(C)C=O, CC(C(=O)O)c1ccc(NC(=O)OCCCl)cc1, [K+], [K+]. Product: CC(C(=O)O)c1ccc(N2CCOC2=O)cc1. Reaction SMILES: [C:19](=[O:20])([O-:21])[O-:22].[CH3:25][N:26]([CH3:27])[CH:28]=[O:29].[Cl:1][CH2:2][CH2:3][O:4][C:5](=[O:6])[NH:7][c:8]1[cH:9][cH:10][c:11]([CH:14]([C:15](=[O:16])[OH:17])[CH3:18])[cH:12][cH:13]1.[K+:23].[K+:24]>>[CH2:2]1[CH2:3][O:4][C:5](=[O:6])[N:7]1[c:8]1[cH:9][cH:10][c:11]([CH:14]([C:15](=[O:16])[OH:17])[CH3:18])[cH:12][cH:13]1. Starting materials: CC1=CC=C(C=C1)C=1C=C(C=NC1)/C=C/C(=O)OC (methyl (E)-3-[5-(4-methylphenyl)pyridin-3-yl]acrylate), [OH-].[Na+] (sodium hydroxide), Cl (hydrochloric acid). The solvent is O1CCCC1 (tetrahydrofuran). Reaction conditions: time 5 day. Yields the product CC1=CC=C(C=C1)C=1C=C(C=NC1)/C=C/C(=O)O ((E)-3-[5-(4-methylphenyl)pyridin-3-yl]acrylic acid). Yield: 90.3%. Reaction SMILES: [CH3:1][C:2]1[CH:7]=[CH:6][C:5]([C:8]2[CH:9]=[C:10](/[CH:14]=[CH:15]/[C:16]([O:18]C)=[O:17])[CH:11]=[N:12][CH:13]=2)=[CH:4][CH:3]=1.[OH-].[Na+].Cl>O1CCCC1>[CH3:1][C:2]1[CH:3]=[CH:4][C:5]([C:8]2[CH:9]=[C:10](/[CH:14]=[CH:15]/[C:16]([OH:18])=[O:17])[CH:11]=[N:12][CH:13]=2)=[CH:6][CH:7]=1 |f:1.2|. Reported procedure: To a solution of methyl (E)-3-[5-(4-methylphenyl)pyridin-3-yl]acrylate (2.25 g) in tetrahydrofuran (20 ml) was added 1N sodium hydroxide (11 ml) at room temperature, and the mixture was stirred for 5 days. To the reaction mixture was added 1N hydrochloric acid (12 ml), and the mixture was concentrated under reduced pressure to precipitate crystals, which were collected by filtration and washed with water and diethylether to give (E)-3-[5-(4-methylphenyl)pyridin-3-yl]acrylic acid (1.92 g) as colo...